Dataset: the Open Reaction Database (ORD), a public repository of structured organic reaction records. Task: describe an organic reaction: reactants, conditions, products, and yield Reactants: [Br-].C(C1=CC=CC=C1)(=O)NC=1C=[N+](C=CC1)CCC1=CNC2=CC=CC=C12 (3-benzamido-1-[2-(3-indolyl)ethyl]-pyridinium bromide), [BH4-].[Na+] (sodium borohydride). Solvent: C(C)(C)O (isopropanol). Yields the product C(C1=CC=CC=C1)(=O)NC1CN(CCC1)CCC1=CNC2=CC=CC=C12 (3-[2-(3-benzamido-1-piperidyl)ethyl]indole). RXN SMILES: [Br-].[C:2]([NH:10][C:11]1[CH:12]=[N+:13]([CH2:17][CH2:18][C:19]2[C:27]3[C:22](=[CH:23][CH:24]=[CH:25][CH:26]=3)[NH:21][CH:20]=2)[CH:14]=[CH:15][CH:16]=1)(=[O:9])[C:3]1[CH:8]=[CH:7][CH:6]=[CH:5][CH:4]=1.[BH4-].[Na+]>C(O)(C)C>[C:2]([NH:10][CH:11]1[CH2:16][CH2:15][CH2:14][N:13]([CH2:17][CH2:18][C:19]2[C:27]3[C:22](=[CH:23][CH:24]=[CH:25][CH:26]=3)[NH:21][CH:20]=2)[CH2:12]1)(=[O:9])[C:3]1[CH:4]=[CH:5][CH:6]=[CH:7][CH:8]=1 |f:0.1,2.3|. Procedure details: Following the procedure of Example 1 above 3-benzamido-1-[2-(3-indolyl)ethyl]-pyridinium bromide upon reduction with sodium borohydride in isopropanol gives the title compound.